Task: describe an organic reaction: reactants, conditions, products, and yield. Dataset: the Open Reaction Database (ORD), a public repository of structured organic reaction records Reactants: NC1=CC=C2C(C(N(C2=C1F)C)=O)(C)C (6-amino-7-fluoro-1,3,3-trimethylindolin-2-one), CC1=NC=C(C(=O)O)C=C1 (6-methylnicotinic acid). The product is FC=1C(=CC=C2C(C(N(C12)C)=O)(C)C)NC(C1=CN=C(C=C1)C)=O (N-(7-Fluoro-1,3,3-trimethyl-2-oxoindolin-6-yl)-6-methylnicotinamide). As a reaction SMILES: [NH2:1][C:2]1[C:10]([F:11])=[C:9]2[C:5]([C:6]([CH3:15])([CH3:14])[C:7](=[O:13])[N:8]2[CH3:12])=[CH:4][CH:3]=1.[CH3:16][C:17]1[CH:25]=[CH:24][C:20]([C:21](O)=[O:22])=[CH:19][N:18]=1>>[F:11][C:10]1[C:2]([NH:1][C:21](=[O:22])[C:20]2[CH:24]=[CH:25][C:17]([CH3:16])=[N:18][CH:19]=2)=[CH:3][CH:4]=[C:5]2[C:9]=1[N:8]([CH3:12])[C:7](=[O:13])[C:6]2([CH3:15])[CH3:14]. Procedure details: Prepared in analogy to example 1b from 6-amino-7-fluoro-1,3,3-trimethylindolin-2-one (example 13d) and 6-methylnicotinic acid. The title compound was obtained as dark red foam. Yields the product COCCOC1=C(C=C(C=C1)N1C(C2=CC=C(C=C2C1=O)C(=O)O)=O)C=1OC2=C(N1)C=C(C=C2)C2=CC=CC=C2 (2-[4-(2-Methoxyethoxy)-3-(5-phenylbenzoxazol-2-yl)phenyl]-1,3-dioxo-2,3-dihydro-1H-isoindole-5-carboxylic acid). As a reaction SMILES: [NH2:1][C:2]1[CH:3]=[CH:4][C:5]([O:23][CH2:24][CH2:25][O:26][CH3:27])=[C:6]([C:8]2[O:9][C:10]3[CH:16]=[CH:15][C:14]([C:17]4[CH:22]=[CH:21][CH:20]=[CH:19][CH:18]=4)=[CH:13][C:11]=3[N:12]=2)[CH:7]=1.[CH:28]1[C:33]([C:34]([OH:36])=[O:35])=[CH:32][C:31]2[C:37]([O:39][C:40](=O)[C:30]=2[CH:29]=1)=[O:38]>>[CH3:27][O:26][CH2:25][CH2:24][O:23][C:5]1[CH:4]=[CH:3][C:2]([N:1]2[C:37](=[O:38])[C:31]3[C:30](=[CH:29][CH:28]=[C:33]([C:34]([OH:36])=[O:35])[CH:32]=3)[C:40]2=[O:39])=[CH:7][C:6]=1[C:8]1[O:9][C:10]2[CH:16]=[CH:15][C:14]([C:17]3[CH:22]=[CH:21][CH:20]=[CH:19][CH:18]=3)=[CH:13][C:11]=2[N:12]=1. The reactants are NC=1C=CC(=C(C1)C=1OC2=C(N1)C=C(C=C2)C2=CC=CC=C2)OCCOC (2-(5-amino-2-(2-methoxyethoxy)phenyl)-5-phenylbenzoxazole), C1=CC2=C(C=C1C(=O)O)C(=O)OC2=O (1,2,4-benzenetricarboxylic anhydride). Procedure: Prepared by the method of Example 1b), from 2-(5-amino-2-(2-methoxyethoxy)phenyl)-5-phenylbenzoxazole (171 mg, 0.47 mmol) and 1,2,4-benzenetricarboxylic anhydride (90 mg, 0.47 mmol) the title compound was obtained (141 mg, 56%). 1H NMR (DMSO) δ 8.57(dd, 1H), 8.46(s, 1H), 8.34(d, 1H), 8.24(d, 1H), 8.19(d, 1H), 7.97(d, 1H), 7.85(m, 4H), 7.63(t, 3H), 7.53(t, 1H), 4.51(t, 2H), 3.95(t, 2H), 3.52(s, 3H). MS 535 m/z (M+H)+. Starting materials: FC=1C=C(C=CC1F)CCC(=O)O (3-(3,4-difluorophenyl)propionic acid), C(C)(=O)Cl (acetyl chloride). Run in CCO (EtOH). Conditions: time 2 hour. The product is FC=1C=C(C=CC1F)CCC(=O)OCC (3-(3,4-Difluorophenyl)propionic acid, ethyl ester). Isolated yield 85.6%. As a reaction SMILES: [F:1][C:2]1[CH:3]=[C:4]([CH2:9][CH2:10][C:11]([OH:13])=[O:12])[CH:5]=[CH:6][C:7]=1[F:8].[C:14](Cl)(=O)[CH3:15]>CCO>[F:1][C:2]1[CH:3]=[C:4]([CH2:9][CH2:10][C:11]([O:13][CH2:14][CH3:15])=[O:12])[CH:5]=[CH:6][C:7]=1[F:8]. Procedure: To a solution of 3-(3,4-difluorophenyl)propionic acid (1.0 g, 5.4 mmol) in EtOH (10 mL) is added dropwise acetyl chloride (1.0 mL, 14.1 mmol), and the solution is stirred at RT for 2 h. The solvent is rotary evaporated, and the residue purified by chromatography on silica gel; elution with heptane:EtOAc (4:1) gives 0.99 g of the product 249. 1H NMR (CDCl3) δ 7.10-6.85 (m, 3 H), 4.13 (q, 2 H), 2.90 (t, 2 H), 3.35-2.59 (t, 2 H), 1.23 (t, 2 H); MS: m/z 215 (M++1). Reactants: [AlH4-], CCN1CCC(=NO)C(F)(F)C1, [Li+], C1CCOC1. The product is CCN1CCC(N)C(F)(F)C1. Reaction SMILES: [AlH4-:14].[CH2:1]([CH3:2])[N:3]1[CH2:4][C:5]([F:11])([F:12])[C:6](=[N:9][OH:10])[CH2:7][CH2:8]1.[Li+:13].[O:15]1[CH2:16][CH2:17][CH2:18][CH2:19]1>>[CH2:1]([CH3:2])[N:3]1[CH2:4][C:5]([F:11])([F:12])[CH:6]([NH2:9])[CH2:7][CH2:8]1. The reactants are FC(F)(F)c1ccc(-c2[nH]c(C3=CCNCC3)nc2Cl)cc1, FC(F)(F)c1cccnc1Cl. The product is FC(F)(F)c1ccc(-c2[nH]c(C3=CCN(c4ncccc4C(F)(F)F)CC3)nc2Cl)cc1. Reaction SMILES: [Cl:1][c:2]1[n:3][c:4]([C:17]2=[CH:22][CH2:21][NH:20][CH2:19][CH2:18]2)[nH:5][c:6]1-[c:7]1[cH:8][cH:9][c:10]([C:13]([F:14])([F:15])[F:16])[cH:11][cH:12]1.[Cl:23][c:24]1[n:25][cH:26][cH:27][cH:28][c:29]1[C:30]([F:31])([F:32])[F:33]>>[Cl:1][c:2]1[n:3][c:4]([C:17]2=[CH:22][CH2:21][N:20]([c:24]3[n:25][cH:26][cH:27][cH:28][c:29]3[C:30]([F:31])([F:32])[F:33])[CH2:19][CH2:18]2)[nH:5][c:6]1-[c:7]1[cH:8][cH:9][c:10]([C:13]([F:14])([F:15])[F:16])[cH:11][cH:12]1. The reactants are O (water), NC1=CC=CC=C1 (aniline), C(C1=CC=CC=C1)Br (benzyl bromide), C([O-])(O)=O.[Na+] (sodium bicarbonate). Run in CS(=O)C (dimethylsulfoxide). Yields the product C(C1=CC=CC=C1)N(C1=CC=CC=C1)CC1=CC=CC=C1 (N,N-dibenzylaniline). As a reaction SMILES: [NH2:1][C:2]1[CH:7]=[CH:6][CH:5]=[CH:4][CH:3]=1.[CH2:8](Br)[C:9]1[CH:14]=[CH:13][CH:12]=[CH:11][CH:10]=1.C(=O)(O)[O-].[Na+].O>CS(C)=O>[CH2:8]([N:1]([CH2:8][C:9]1[CH:14]=[CH:13][CH:12]=[CH:11][CH:10]=1)[C:2]1[CH:7]=[CH:6][CH:5]=[CH:4][CH:3]=1)[C:9]1[CH:14]=[CH:13][CH:12]=[CH:11][CH:10]=1 |f:2.3|. Procedure details: A stirred solution of 93.1 g (1 mole) of aniline, 342.1 g (2 mole) of benzyl bromide, and 252 g (3 mole) of sodium bicarbonate in dimethylsulfoxide is heated at 90° C. for three hours. After cooling to room temperature, the reaction mixture is poured into a four-fold excess of water, and the aqueous solution is extracted with methylene chloride. The combined organics are filtered through cotton and evaporated to yield N,N-dibenzylaniline, which is purified by flash chromatography. The reactants are CC(=O)CC(=O)OCCC#N, C1CCNCC1, CC(=O)O, CC(C)O, O=Cc1ccc2c(c1)OCCO2. The product is CC(=O)C(=Cc1ccc2c(c1)OCCO2)C(=O)OCCC#N. As a reaction SMILES: [C:1]([CH2:2][C:3](=[O:4])[CH3:5])(=[O:6])[O:7][CH2:8][CH2:9][C:10]#[N:11].[CH2:24]1[CH2:25][CH2:26][NH:27][CH2:28][CH2:29]1.[CH3:30][C:31](=[O:32])[OH:33].[CH3:34][CH:35]([OH:36])[CH3:37].[O:12]1[CH2:13][CH2:14][O:15][c:16]2[c:17]1[cH:18][cH:19][c:20]([CH:22]=[O:23])[cH:21]2>>[C:1]([C:2]([C:3](=[O:4])[CH3:5])=[CH:22][c:20]1[cH:19][cH:18][c:17]2[c:16]([cH:21]1)[O:15][CH2:14][CH2:13][O:12]2)(=[O:6])[O:7][CH2:8][CH2:9][C:10]#[N:11]. The reactants are [Li]CCCC, C=CCC1CC(=O)N1C(C(=O)OC)=C(C)C, CCCCCC, CC(C)=O, CCOC(C)=O, Cl, C1CCOC1. Yields the product C=CCC1C(C(C)(C)O)C(=O)N1C(C(=O)OC)=C(C)C. Reaction SMILES: [CH2:7]([Li:8])[CH2:9][CH2:10][CH3:11].[CH3:12][C:13](=[C:14]([C:15](=[O:16])[O:17][CH3:18])[N:19]1[C:20](=[O:26])[CH2:21][CH:22]1[CH2:23][CH:24]=[CH2:25])[CH3:27].[CH3:1][CH2:2][CH2:3][CH2:4][CH2:5][CH3:6].[CH3:28][C:29]([CH3:30])=[O:31].[CH3:38][CH2:39][O:40][C:41](=[O:42])[CH3:43].[ClH:32].[O:33]1[CH2:34][CH2:35][CH2:36][CH2:37]1>>[CH3:12][C:13](=[C:14]([C:15](=[O:16])[O:17][CH3:18])[N:19]1[C:20](=[O:26])[CH:21]([C:29]([CH3:28])([CH3:30])[OH:31])[CH:22]1[CH2:23][CH:24]=[CH2:25])[CH3:27].